Dataset: the Open Reaction Database (ORD), a public repository of structured organic reaction records. Task: describe an organic reaction: reactants, conditions, products, and yield Product: [Ni].C1(=CC=CC=C1)C(=S)C(=S)C1=CC=CC=C1.C1(=CC=CC=C1)C(=S)C(=S)C1=CC=CC=C1 (bis(dithiobenzil) nickel). RXN SMILES: C1(C(C(C2C=CC=CC=2)O)=O)C=CC=CC=1.[P]=S.[C:19]1([C:25]([CH:27]([C:29]2[CH:34]=[CH:33][CH:32]=[CH:31][CH:30]=2)[SH:28])=[S:26])[CH:24]=[CH:23][CH:22]=[CH:21][CH:20]=1.S.[Ni:36](Cl)Cl>O.O1CCOCC1>[Ni:36].[C:29]1([C:27]([C:25]([C:19]2[CH:24]=[CH:23][CH:22]=[CH:21][CH:20]=2)=[S:26])=[S:28])[CH:30]=[CH:31][CH:32]=[CH:33][CH:34]=1.[C:29]1([C:27]([C:25]([C:19]2[CH:24]=[CH:23][CH:22]=[CH:21][CH:20]=2)=[S:26])=[S:28])[CH:30]=[CH:31][CH:32]=[CH:33][CH:34]=1 |f:7.8.9,^1:16|. Reactants: C1(=CC=CC=C1)C(=O)C(O)C1=CC=CC=C1 (benzoin), [P]=S (phosphorus sulfide), S (hydrogen sulfide), [Ni](Cl)Cl (nickel chloride), thiophosphoric ester, C1(=CC=CC=C1)C(=S)C(S)C1=CC=CC=C1 (dithiobenzoin). Solvent: O (water), O1CCOCC1 (dioxane), O (water). Reported procedure: The oxidation inhibitor, bis(dithiobenzil) nickel is prepared by adding a mixture of 100 grams of benzoin, 150 grams of phosphorus sulfide and 700 ml of dioxane to a 5 liter, single necked flask equipped with heating mantle and water cooled condenser. The above-described mixture is, then, refluxed for 2 hours, during which the thiophosphoric ester of dithiobenzoin is formed and hydrogen sulfide is evolved. The reaction mixture is cooled and a solution of 50 grams of nickel chloride (hydrated) in... Run at temperature 212 fahrenheit. Reactants: COc1ccc(S(=O)(=O)N(Cc2ccc3c(ccn3C(=O)OC(C)(C)C)c2)C(C(=O)OCc2ccccc2)C(C)C)cc1, ClCCl, O=C(O)C(F)(F)F. Product: COc1ccc(S(=O)(=O)N(Cc2ccc3[nH]ccc3c2)C(C(=O)OCc2ccccc2)C(C)C)cc1. RXN SMILES: [CH2:1]([c:2]1[cH:3][cH:4][cH:5][cH:6][cH:7]1)[O:8][C:9]([CH:10]([CH:11]([CH3:12])[CH3:13])[N:14]([S:15](=[O:16])(=[O:17])[c:18]1[cH:19][cH:20][c:21]([O:24][CH3:25])[cH:22][cH:23]1)[CH2:26][c:27]1[cH:28][c:29]2[cH:30][cH:31][n:32]([C:36]([O:37][C:38]([CH3:39])([CH3:40])[CH3:41])=[O:42])[c:33]2[cH:34][cH:35]1)=[O:43].[CH2:51]([Cl:52])[Cl:53].[OH:44][C:45]([C:46]([F:47])([F:48])[F:49])=[O:50]>>[CH2:1]([c:2]1[cH:3][cH:4][cH:5][cH:6][cH:7]1)[O:8][C:9]([CH:10]([CH:11]([CH3:12])[CH3:13])[N:14]([S:15](=[O:16])(=[O:17])[c:18]1[cH:19][cH:20][c:21]([O:24][CH3:25])[cH:22][cH:23]1)[CH2:26][c:27]1[cH:28][c:29]2[cH:30][cH:31][nH:32][c:33]2[cH:34][cH:35]1)=[O:43]. Reactants: Cl, FC1CCNC1, CC1Cc2ccc(-c3ccnc(C(=O)O)c3)cc2CN1c1cc(N2CCN(C)CC2)nc(N)n1. Product: CC1Cc2ccc(-c3ccnc(C(=O)N4CCC(F)C4)c3)cc2CN1c1cc(N2CCN(C)CC2)nc(N)n1. Reaction SMILES: [ClH:35].[F:36][CH:37]1[CH2:38][NH:39][CH2:40][CH2:41]1.[NH2:1][c:2]1[n:3][c:4]([N:28]2[CH2:29][CH2:30][N:31]([CH3:34])[CH2:32][CH2:33]2)[cH:5][c:6]([N:8]2[CH2:9][c:10]3[cH:11][c:12](-[c:19]4[cH:20][c:21]([C:25](=[O:26])[OH:27])[n:22][cH:23][cH:24]4)[cH:13][cH:14][c:15]3[CH2:16][CH:17]2[CH3:18])[n:7]1>>[NH2:1][c:2]1[n:3][c:4]([N:28]2[CH2:29][CH2:30][N:31]([CH3:34])[CH2:32][CH2:33]2)[cH:5][c:6]([N:8]2[CH2:9][c:10]3[cH:11][c:12](-[c:19]4[cH:20][c:21]([C:25](=[O:27])[N:39]5[CH2:38][CH:37]([F:36])[CH2:41][CH2:40]5)[n:22][cH:23][cH:24]4)[cH:13][cH:14][c:15]3[CH2:16][CH:17]2[CH3:18])[n:7]1. The reactants are C(=O)(OC(C)(C)C)N1CCC(CCC1)=O (N-Boc-hexahydro-1H-azepin-4-one), [N+](=O)([O-])C=1C=C(N)C=CC1 (3-nitroaniline), C(C)(=O)O[BH-](OC(C)=O)OC(C)=O.[Na+] (sodium triacetoxyborohydride), C(O)([O-])=O.[Na+] (sodium hydrogencarbonate). The solvent is C(Cl)Cl (methylene chloride), C(C)(=O)O (acetic acid), C(C)(=O)OCC (ethyl acetate). Reaction conditions: time 10 hour. Product: [N+](=O)([O-])C=1C=C(C=CC1)NC1CCN(CCC1)C(=O)OC(C)(C)C (tert-butyl 4-((3-nitrophenyl)amino)azepane-1-carboxylate). The yield is 71.1%. As a reaction SMILES: [C:1]([N:8]1[CH2:14][CH2:13][CH2:12][C:11](=O)[CH2:10][CH2:9]1)([O:3][C:4]([CH3:7])([CH3:6])[CH3:5])=[O:2].[N+:16]([C:19]1[CH:20]=[C:21]([CH:23]=[CH:24][CH:25]=1)[NH2:22])([O-:18])=[O:17].C(O[BH-](OC(=O)C)OC(=O)C)(=O)C.[Na+].C(=O)([O-])O.[Na+]>C(Cl)Cl.C(OCC)(=O)C.C(O)(=O)C>[N+:16]([C:19]1[CH:20]=[C:21]([NH:22][CH:11]2[CH2:12][CH2:13][CH2:14][N:8]([C:1]([O:3][C:4]([CH3:7])([CH3:6])[CH3:5])=[O:2])[CH2:9][CH2:10]2)[CH:23]=[CH:24][CH:25]=1)([O-:18])=[O:17] |f:2.3,4.5|. Procedure details: To a solution of N-Boc-hexahydro-1H-azepin-4-one (141 mg) and 3-nitroaniline (91 mg) in methylene chloride (3 mL), sodium triacetoxyborohydride (210 mg) and acetic acid (38 μL) were added at room temperature, and the mixture was stirred at the same temperature for 10 hours. To the reaction mixture, ethyl acetate and saturated aqueous sodium hydrogencarbonate were added. The organic layer was separated, washed with saturated aqueous sodium chloride, and then dried over anhydrous sodium sulfate, a... Reactants: COCOc1ccc(OCOC)c(C2=C(C(=O)OC)CC(C)C2)c1, CO. Product: COCOc1ccc(OCOC)c(C2CC(C)CC2C(=O)OC)c1. As a reaction SMILES: [CH3:1][O:2][C:3](=[O:4])[C:5]1=[C:6]([c:11]2[c:12]([O:21][CH2:22][O:23][CH3:24])[cH:13][cH:14][c:15]([O:17][CH2:18][O:19][CH3:20])[cH:16]2)[CH2:7][CH:8]([CH3:10])[CH2:9]1.[CH3:25][OH:26]>>[CH3:1][O:2][C:3](=[O:4])[CH:5]1[CH:6]([c:11]2[c:12]([O:21][CH2:22][O:23][CH3:24])[cH:13][cH:14][c:15]([O:17][CH2:18][O:19][CH3:20])[cH:16]2)[CH2:7][CH:8]([CH3:10])[CH2:9]1. Reactants: CC(=O)O[BH-](OC(C)=O)OC(C)=O, CC(=O)O, CC(=O)[O-], CO, CCc1c(CC=O)cccc1-c1nnc(-c2ccc(OC(C)C)c(Cl)c2)s1, ClCCl, COC(=O)C1CNC1, [Na+], [Na+], O. The product is CCc1c(CCN2CC(C(=O)OC)C2)cccc1-c1nnc(-c2ccc(OC(C)C)c(Cl)c2)s1. Reaction SMILES: [C:41]([O:42][BH-:43]([O:44][C:45](=[O:46])[CH3:47])[O:48][C:49](=[O:50])[CH3:51])(=[O:52])[CH3:53].[C:61]([OH:62])(=[O:63])[CH3:64].[CH3:37][C:38](=[O:39])[O-:40].[CH3:55][OH:56].[Cl:1][c:2]1[cH:3][c:4](-[c:12]2[n:13][n:14][c:15](-[c:17]3[c:18]([CH2:26][CH3:27])[c:19]([CH2:23][CH:24]=[O:25])[cH:20][cH:21][cH:22]3)[s:16]2)[cH:5][cH:6][c:7]1[O:8][CH:9]([CH3:10])[CH3:11].[Cl:57][CH2:58][Cl:59].[NH:28]1[CH2:29][CH:30]([C:32](=[O:33])[O:34][CH3:35])[CH2:31]1.[Na+:36].[Na+:54].[OH2:60]>>[Cl:1][c:2]1[cH:3][c:4](-[c:12]2[n:13][n:14][c:15](-[c:17]3[c:18]([CH2:26][CH3:27])[c:19]([CH2:23][CH2:24][N:28]4[CH2:29][CH:30]([C:32](=[O:33])[O:34][CH3:35])[CH2:31]4)[cH:20][cH:21][cH:22]3)[s:16]2)[cH:5][cH:6][c:7]1[O:8][CH:9]([CH3:10])[CH3:11]. Solvent: CN(C=O)C (N,N-dimethylformamide), O (water), CN(C=O)C (N,N-dimethylformamide). Run at time 2 hour. Isolated yield 92.0%. Reactants: II (iodine), [OH-].[NH4+] (ammonium hydroxide), BrC=1C=C2C=NNC2=CC1 (5-bromo-1H-indazole), [OH-].[K+] (potassium hydroxide). Reported procedure: Into a round-bottom flask was dissolved 5-bromo-1H-indazole (1.99 g, 0.0101 mol) in N,N-dimethylformamide (10.0 mL). To this stirred solution was added potassium hydroxide (2.03 g, 0.0362 mol) then a cold solution of iodine (2.82 g, 0.0111 mol) in N,N-dimethylformamide (12.0 mL, 0.155 mol) was added dropwise. The mixture was stirred at room temperature for 2 hours before being added dropwise to an ammonium hydroxide (150 mL, 3.8 mol) solution in water (2.0 L) to give a precipate. The precipitate... Yields the product BrC=1C=C2C(=NNC2=CC1)I (5-bromo-3-iodo-1H-indazole). RXN SMILES: [Br:1][C:2]1[CH:3]=[C:4]2[C:8](=[CH:9][CH:10]=1)[NH:7][N:6]=[CH:5]2.[OH-].[K+].[I:13]I.[OH-].[NH4+]>CN(C)C=O.O>[Br:1][C:2]1[CH:3]=[C:4]2[C:8](=[CH:9][CH:10]=1)[NH:7][N:6]=[C:5]2[I:13] |f:1.2,4.5|. Reactants: CC(C)O, Cc1c(N)ccc(C2C=CCC2)c1N, [K+], [OH-]. The product is Cc1c(N)ccc(C2=CCCC2)c1N. As a reaction SMILES: [CH:17]([OH:18])([CH3:19])[CH3:20].[CH:1]1([c:6]2[c:7]([NH2:14])[c:8]([CH3:13])[c:9]([NH2:12])[cH:10][cH:11]2)[CH:2]=[CH:3][CH2:4][CH2:5]1.[K+:16].[OH-:15]>>[C:1]1([c:6]2[c:7]([NH2:14])[c:8]([CH3:13])[c:9]([NH2:12])[cH:10][cH:11]2)=[CH:2][CH2:3][CH2:4][CH2:5]1. Starting materials: N1CCOCC1 (Morpholine), C1(CCCCC1)N=C=NC1CCCCC1 (Dicyclohexylcarbodiimide), ON1N=NC2=C1C=CC=C2 (1-hydroxybenzotriazole), [N+](=O)([O-])C=1C=C(C(=O)O)C=CC1NC(CCCC)=O (3-nitro-4-valeramidobenzoic acid). Solvent: O1CCCC1 (tetrahydrofuran). Run at time 15 minute. The product is [N+](=O)([O-])C=1C=C(C(=O)N2CCOCC2)C=CC1NC(CCCC)=O (3-nitro-4-valeramidobenzoic acid morpholide). As a reaction SMILES: [N+:1]([C:4]1[CH:5]=[C:6]([CH:10]=[CH:11][C:12]=1[NH:13][C:14](=[O:19])[CH2:15][CH2:16][CH2:17][CH3:18])[C:7]([OH:9])=O)([O-:3])=[O:2].C1(N=C=NC2CCCCC2)CCCCC1.ON1C2C=CC=CC=2N=N1.[NH:45]1[CH2:50][CH2:49][O:48][CH2:47][CH2:46]1>O1CCCC1>[N+:1]([C:4]1[CH:5]=[C:6]([CH:10]=[CH:11][C:12]=1[NH:13][C:14](=[O:19])[CH2:15][CH2:16][CH2:17][CH3:18])[C:7]([N:45]1[CH2:50][CH2:49][O:48][CH2:47][CH2:46]1)=[O:9])([O-:3])=[O:2]. Reported procedure: In tetrahydrofuran (800 ml), 3-nitro-4-valeramidobenzoic acid ([1]-(11)-1) (20.0 g) was dissolved. Dicyclohexylcarbodiimide (17.1 g) and 1-hydroxybenzotriazole (11.2 g) were added to the solution, and the mixture was stirred at room temperature for 15 minutes. Morpholine (7.27 g) was further added to the solution. The mixture was stirred for 16 hours. After the insolubles were removed from the reaction solution, the solution was concentrated and dried. The crude product was dissolved in chlorofo... The reactants are C(C)(C)(C)OC(=O)NC(=NC1=C(C=CC(=C1)C1=NC=CC(=C1)C)C1OCCO1)NC(=O)OC(C)(C)C (N,N′-bis(tert-butoxycarbonyl)-N″-(2-(1,3-dioxolan-2-yl)-5-(4-methylpyridin-2-yl)phenyl)guanidine), Cl (hydrochloric acid). Solvent: C(C)O (ethanol). Run at time 6 hour. Product: Cl.Cl.NC1=NC2=CC(=CC=C2C=N1)C1=NC=CC(=C1)C (2-amino-7-(4-methylpyridin-2-yl)quinazoline dihydrochloride). Reaction SMILES: C(OC([NH:8][C:9]([NH:29][C:30](OC(C)(C)C)=O)=[N:10][C:11]1[CH:16]=[C:15]([C:17]2[CH:22]=[C:21]([CH3:23])[CH:20]=[CH:19][N:18]=2)[CH:14]=[CH:13][C:12]=1C1OCCO1)=O)(C)(C)C.[ClH:37]>C(O)C>[ClH:37].[ClH:37].[NH2:8][C:9]1[N:29]=[CH:30][C:12]2[C:11](=[CH:16][C:15]([C:17]3[CH:22]=[C:21]([CH3:23])[CH:20]=[CH:19][N:18]=3)=[CH:14][CH:13]=2)[N:10]=1 |f:3.4.5|. Reported procedure: To a solution of N,N′-bis(tert-butoxycarbonyl)-N″-(2-(1,3-dioxolan-2-yl)-5-(4-methylpyridin-2-yl)phenyl)guanidine (190 mg) in ethanol (2 ml) was added hydrochloric acid (36%, 1 ml), and the mixture was stirred for 6 hours. The solvent was evaporated under reduced pressure. To the residue was added 5% ethanol in ethyl acetate (50 ml), and the precipitate was collected by filtration and dried under reduced pressure to give 2-amino-7-(4-methylpyridin-2-yl)quinazoline dihydrochloride (92 mg).